Dataset: the Open Reaction Database (ORD), a public repository of structured organic reaction records. Task: describe an organic reaction: reactants, conditions, products, and yield Reactants: CC(C)([O-])C.[K+] (potassium t-butoxide), COC(C(C1=CC=CC=C1)=O)C1=CC=CC=C1 (Benzoin methyl ether), C(C=C)Br (Allyl bromide). Run in C(C)(C)(C)O (t-butanol). Run at time 15 minute. Product: COC(C(C1=CC=CC=C1)=O)(C1=CC=CC=C1)CC=C (α-allylbenzoin methyl ether). The yield is 83.6%. RXN SMILES: [CH3:1][O:2][CH:3]([C:12]1[CH:17]=[CH:16][CH:15]=[CH:14][CH:13]=1)[C:4](=[O:11])[C:5]1[CH:10]=[CH:9][CH:8]=[CH:7][CH:6]=1.[CH3:18][C:19](C)([O-])[CH3:20].[K+].C(Br)C=C>C(O)(C)(C)C>[CH3:1][O:2][C:3]([CH2:20][CH:19]=[CH2:18])([C:12]1[CH:17]=[CH:16][CH:15]=[CH:14][CH:13]=1)[C:4](=[O:11])[C:5]1[CH:10]=[CH:9][CH:8]=[CH:7][CH:6]=1 |f:1.2|. Reported procedure: Benzoin methyl ether (50 g) and t-butanol (500 g) were added to a 1 liter, 3-neck round bottom flask equipped with magnetic stirrer, and placed in an oil bath at 80° C. To this mixture, 33.7 g of potassium t-butoxide was added and the solution stirred for 15 minutes. Allyl bromide (42.3 g) was added dropwise over a 1 hour period and stirring was continued at 85° C. for 2 more hours followed by cooling to room temperature. After evaporation of t-butanol and filtration of potassium bromide, the pr... The reactants are COC(=O)C1Cc2cc(Br)cc3[nH]c(=O)c(=O)n1c23, C1CCOC1, CO, Cl, [Na+], [OH-]. Yields the product O=C(O)C1Cc2cc(Br)cc3[nH]c(=O)c(=O)n1c23. RXN SMILES: [Br:1][c:2]1[cH:3][c:4]2[c:5]3[n:6]([c:7](=[O:13])[c:8](=[O:12])[nH:9][c:10]3[cH:11]1)[CH:14]([C:16](=[O:17])[O:18][CH3:19])[CH2:15]2.[CH2:23]1[O:24][CH2:25][CH2:26][CH2:27]1.[CH3:28][OH:29].[ClH:22].[Na+:21].[OH-:20]>>[Br:1][c:2]1[cH:3][c:4]2[c:5]3[n:6]([c:7](=[O:13])[c:8](=[O:12])[nH:9][c:10]3[cH:11]1)[CH:14]([C:16](=[O:17])[OH:18])[CH2:15]2. Yield: 96.0%. Yields the product C(C1=CC=CC=C1)(C1=CC=CC=C1)N1C(=C(C2=CC(=CC=C12)Cl)CCN(C1=CC=C(C(=O)O)C=C1)C)CCNS(=O)(=O)C1=C(C=CC=C1)Cl (4-[{2-[1-benzhydryl-5-chloro-2-(2-{[(2-chlorophenyl)sulfonyl]amino}ethyl)-1H-indol-3-yl]ethyl}(methyl)amino]benzoic acid). Starting materials: COC(C1=CC=C(C=C1)N(C)CCC1=C(N(C2=CC=C(C=C12)Cl)C(C1=CC=CC=C1)C1=CC=CC=C1)CCN)=O (4-({2-[2-(2-Amino-ethyl)-1-benzhydryl-5-chloro-1H-indol-3-yl]-ethyl}methyl-amino)-benzoic acid methyl ester), ClC1=C(C=CC=C1)S(=O)(=O)Cl (2-chlorobenzenesulfonyl chloride). Reaction SMILES: C[O:2][C:3](=[O:40])[C:4]1[CH:9]=[CH:8][C:7]([N:10]([CH2:12][CH2:13][C:14]2[C:22]3[C:17](=[CH:18][CH:19]=[C:20]([Cl:23])[CH:21]=3)[N:16]([CH:24]([C:31]3[CH:36]=[CH:35][CH:34]=[CH:33][CH:32]=3)[C:25]3[CH:30]=[CH:29][CH:28]=[CH:27][CH:26]=3)[C:15]=2[CH2:37][CH2:38][NH2:39])[CH3:11])=[CH:6][CH:5]=1.[Cl:41][C:42]1[CH:47]=[CH:46][CH:45]=[CH:44][C:43]=1[S:48](Cl)(=[O:50])=[O:49]>>[CH:24]([N:16]1[C:17]2[C:22](=[CH:21][C:20]([Cl:23])=[CH:19][CH:18]=2)[C:14]([CH2:13][CH2:12][N:10]([CH3:11])[C:7]2[CH:6]=[CH:5][C:4]([C:3]([OH:2])=[O:40])=[CH:9][CH:8]=2)=[C:15]1[CH2:37][CH2:38][NH:39][S:48]([C:43]1[CH:44]=[CH:45][CH:46]=[CH:47][C:42]=1[Cl:41])(=[O:50])=[O:49])([C:25]1[CH:30]=[CH:29][CH:28]=[CH:27][CH:26]=1)[C:31]1[CH:32]=[CH:33][CH:34]=[CH:35][CH:36]=1. Procedure: The intermediate from example 146 step 7 was treated with 2-chlorobenzenesulfonyl chloride according to the procedure in Example 87 step 2 to generate the desired product in 96% yield. The reactants are ClC(=O)OC1=CC=C(C=C1)[N+](=O)[O-] (4-nitrophenyl chloroformate), FC1=C(C=CC(=C1)F)C1=CC=C(C=C1)[C@H](C)N1C(O[C@@](CC1)(CCO)C1=CC=C(C=C1)F)=O ((S)-3-((S)-1-(2′,4′-difluorobiphenyl-4-yl)ethyl)-6-(4-fluorophenyl)-6-(2-hydroxyethyl)-1,3-oxazinan-2-one), N1=CC=CC=C1 (pyridine). The solvent is ClCCl (dichloromethane), ClCCl (dichloromethane). Reaction conditions: time 8 hour. Product: C(OCC[C@@]1(CCN(C(O1)=O)[C@@H](C)C1=CC=C(C=C1)C1=C(C=C(C=C1)F)F)C1=CC=C(C=C1)F)(OC1=CC=C(C=C1)[N+](=O)[O-])=O (2-((S)-3-((S)-1-(2′,4′-difluorobiphenyl-4-yl)ethyl)-6-(4-fluorophenyl)-2-oxo-1,3-oxazinan-6-yl)ethyl 4-nitrophenyl carbonate). Isolated yield 51.3%. Reaction SMILES: Cl[C:2]([O:4][C:5]1[CH:10]=[CH:9][C:8]([N+:11]([O-:13])=[O:12])=[CH:7][CH:6]=1)=[O:3].[F:14][C:15]1[CH:20]=[C:19]([F:21])[CH:18]=[CH:17][C:16]=1[C:22]1[CH:27]=[CH:26][C:25]([C@@H:28]([N:30]2[CH2:35][CH2:34][C@@:33]([C:39]3[CH:44]=[CH:43][C:42]([F:45])=[CH:41][CH:40]=3)([CH2:36][CH2:37][OH:38])[O:32][C:31]2=[O:46])[CH3:29])=[CH:24][CH:23]=1.N1C=CC=CC=1>ClCCl>[C:2](=[O:3])([O:4][C:5]1[CH:6]=[CH:7][C:8]([N+:11]([O-:13])=[O:12])=[CH:9][CH:10]=1)[O:38][CH2:37][CH2:36][C@@:33]1([C:39]2[CH:40]=[CH:41][C:42]([F:45])=[CH:43][CH:44]=2)[O:32][C:31](=[O:46])[N:30]([C@H:28]([C:25]2[CH:26]=[CH:27][C:22]([C:16]3[CH:17]=[CH:18][C:19]([F:21])=[CH:20][C:15]=3[F:14])=[CH:23][CH:24]=2)[CH3:29])[CH2:35][CH2:34]1. Procedure: A solution of 4-nitrophenyl chloroformate (133 mg, 0.66 mmol) in dichloromethane (1 mL) was added to a solution of (S)-3-((S)-1-(2′,4′-difluorobiphenyl-4-yl)ethyl)-6-(4-fluorophenyl)-6-(2-hydroxyethyl)-1,3-oxazinan-2-one (100 mg, 0.22 mmol) and pyridine (608 mg, 7.7 mmol) in dichloromethane (2.8 mL). The mixture was stirred at it overnight. The reaction was quenched with 1 N HCl (7 mL), and the mixture was extracted with EtOAc (3×10 mL). The combined organic layer was washed with brine, dried an... Reactants: BrC1=NC(=CC=C1)Br (2,6-dibromopyridine), [Li]CCCC (n-BuLi), solution, C1CCOC1 (THF), solution, C1CCOC1 (THF). The reagents and catalysts are [Cl-].[Cl-].[Zn+2] (ZnCl2). Run in CCCCCC (hexane). Conditions: time 20 minute. Yields the product BrC1=NC(=CC=C1)C1=CC=CC=C1 (2-Bromo-6-phenylpyridine). Reaction SMILES: Br[C:2]1[CH:7]=[CH:6][CH:5]=[C:4]([Br:8])[N:3]=1.[Li][CH2:10][CH2:11][CH2:12][CH3:13].[CH2:14]1COC[CH2:15]1>CCCCCC.[Cl-].[Cl-].[Zn+2]>[Br:8][C:4]1[CH:5]=[CH:6][CH:7]=[C:2]([C:10]2[CH:15]=[CH:14][CH:13]=[CH:12][CH:11]=2)[N:3]=1 |f:4.5.6|. Procedure details: To a solution of 2,6-dibromopyridine (2 g) in THF (100 mL) at -100° C. was added n-BuLi (6 mL of a 1.4M solution in hexane) over 10 min. After stirring for 20 min., ZnCl2 (17 mL of a 0.5M solution in THF) was added. The cold bath was removed and after 40 min., iodobenzene (0.94 mL) and tetrakis (triphenylphosphine) palladium (390 mg) were added and the mixture stirred at r.t. for 20 h. Ethyl acetate was added and the organics were washed with NaHCO3, H2O and brine, dried (MgSO4) and concentrated...